From a dataset of the Open Reaction Database (ORD), a public repository of structured organic reaction records. describe an organic reaction: reactants, conditions, products, and yield Reactants: Cl.Cl.ClC1=C(C=CC=C1)NC1CCNCC1 ((2-chloro-phenyl)-piperidin-4-yl-amine dihydrochloride), C(C1=CC=CC=C1)OC1=C(C=CC=C1)C1=CC(=NN1)C(=O)NCC(=O)O ({[5-(2-benzyloxy-phenyl)-1H-pyrazole-3-carbonyl]-amino}-acetic acid), CCN(C(C)C)C(C)C (DIPEA), C=1C=CC2=C(C1)N=NN2O (HOBt), CCN=C=NCCCN(C)C.Cl (EDCI.HCl). The solvent is CN(C)C=O (DMF), O (water). Reaction conditions: time 8 hour. The product is ClC1=C(C=CC=C1)NC1CCN(CC1)C(CNC(=O)C1=NNC(=C1)C1=C(C=CC=C1)OCC1=CC=CC=C1)=O (5-(2-benzyloxy-phenyl)-1H-pyrazole-3-carboxylic acid {2-[4-(2-chloro-phenylamino)-piperidin-1-yl]-2-oxo-ethyl}-amide). Isolated yield 96.6%. As a reaction SMILES: [CH2:1]([O:8][C:9]1[CH:14]=[CH:13][CH:12]=[CH:11][C:10]=1[C:15]1[NH:19][N:18]=[C:17]([C:20]([NH:22][CH2:23][C:24]([OH:26])=O)=[O:21])[CH:16]=1)[C:2]1[CH:7]=[CH:6][CH:5]=[CH:4][CH:3]=1.CCN(C(C)C)C(C)C.C1C=CC2N(O)N=NC=2C=1.CCN=C=NCCCN(C)C.Cl.Cl.Cl.[Cl:60][C:61]1[CH:66]=[CH:65][CH:64]=[CH:63][C:62]=1[NH:67][CH:68]1[CH2:73][CH2:72][NH:71][CH2:70][CH2:69]1>CN(C=O)C.O>[Cl:60][C:61]1[CH:66]=[CH:65][CH:64]=[CH:63][C:62]=1[NH:67][CH:68]1[CH2:73][CH2:72][N:71]([C:24](=[O:26])[CH2:23][NH:22][C:20]([C:17]2[CH:16]=[C:15]([C:10]3[CH:11]=[CH:12][CH:13]=[CH:14][C:9]=3[O:8][CH2:1][C:2]3[CH:3]=[CH:4][CH:5]=[CH:6][CH:7]=3)[NH:19][N:18]=2)=[O:21])[CH2:70][CH2:69]1 |f:3.4,5.6.7|. Procedure: To a stirred solution of {[5-(2-benzyloxy-phenyl)-1H-pyrazole-3-carbonyl]-amino}-acetic acid (0.15 g, 0.00039 mol) in DMF (2 mL) was added DIPEA (0.224 g, 0.00174 mol), HOBt (0.065 g, 0.00048 mol) and EDCI.HCl (0.0925 g, 0.00048 mol) at ambient temperature. After 5 minutes (2-chloro-phenyl)-piperidin-4-yl-amine dihydrochloride (0.1 g, 0.00041 mol) was added to the reaction mixture continued stirring at the same temperature for overnight. The reaction mixture was diluted with cold water, filtered... Reactants: ice water, [Na] (sodium), FC1=CC=C(C=C1)O (4-fluorophenol), 24.8, CS(=O)(=O)OC[C@@H]1OC(OC1)(C)C ((-)-(R)-2,2-dimethyl-1,3-dioxolane-4-methanol methanesulfonate). The solvent is COCCO (2-methoxyethanol), COCCO (2-methoxyethanol). Reaction conditions: time 15 minute. Product: FC1=CC=C(OC[C@@H]2OC(OC2)(C)C)C=C1 ((S)-4-[(4-fluorophenoxy)methyl]-2,2-dimethyl-1,3-dioxolane), ( 145 ). Isolated yield 97.3%. RXN SMILES: [Na].[F:2][C:3]1[CH:8]=[CH:7][C:6]([OH:9])=[CH:5][CH:4]=1.CS(O[CH2:15][C@H:16]1[CH2:20][O:19][C:18]([CH3:22])([CH3:21])[O:17]1)(=O)=O>COCCO>[F:2][C:3]1[CH:8]=[CH:7][C:6]([O:9][CH2:15][C@H:16]2[CH2:20][O:19][C:18]([CH3:22])([CH3:21])[O:17]2)=[CH:5][CH:4]=1 |^1:0|. Procedure details: To a stirred solution of 2.7 parts of sodium in 50 parts of 2-methoxyethanol were added 13.2 parts of 4-fluorophenol. The whole was stirred for 15 minutes. A solution of 24.8 parts of (-)-(R)-2,2-dimethyl-1,3-dioxolane-4-methanol methanesulfonate (ester) in 70 parts of 2-methoxyethanol was added dropwise quickly. Stirring was continued for 1.5 hours at reflux temperature. After cooling, the mixture was poured into ice water. The product was extracted with methylbenzene. The extract was dried, fi... The reactants are C(C)OC(C(CCC)Br)=O (ethyl-(2-bromovalerate)), [NH4+].[Cl-] (NH4Cl), [H-].[Na+] (NaH), ClC1=C(C(=CC2=CC=CC=C12)C)[C@@H](COC(C1=CC=CC=C1)(C1=CC=CC=C1)C1=CC=CC=C1)O ((S)-1-(1-chloro-3-methylnaphthalen-2-yl)-2-(trityloxy)ethanol), [H-].[Na+] (NaH), CN(C)C=O (DMF), [H-].[Na+] (NaH), C(C)OC(C(CCC)Br)=O (ethyl-(2-bromovalerate)), C(C)OC(C(CCC)Br)=O (ethyl-(2-bromovalerate)), C(C)OC(C(CCC)Br)=O (ethyl-(2-bromovalerate)), [H-].[Na+] (NaH). Run in O (H2O). Run at time 5 minute. Product: ClC1=C(C(=CC2=CC=CC=C12)C)[C@@H](COC(C1=CC=CC=C1)(C1=CC=CC=C1)C1=CC=CC=C1)OC(C(=O)OCC)(C)C ((S)-ethyl 2-(1-(1-chloro-3-methylnaphthalen-2-yl)-2-(trityloxy)ethoxy)-2-methylpropanoate). As a reaction SMILES: [Cl:1][C:2]1[C:11]2[C:6](=[CH:7][CH:8]=[CH:9][CH:10]=2)[CH:5]=[C:4]([CH3:12])[C:3]=1[C@H:13]([OH:35])[CH2:14][O:15][C:16]([C:29]1[CH:34]=[CH:33][CH:32]=[CH:31][CH:30]=1)([C:23]1[CH:28]=[CH:27][CH:26]=[CH:25][CH:24]=1)[C:17]1[CH:22]=[CH:21][CH:20]=[CH:19][CH:18]=1.[H-].[Na+].[CH2:38]([O:40][C:41](=[O:47])[CH:42](Br)[CH2:43]CC)[CH3:39].[NH4+].[Cl-].[CH3:50]N(C=O)C>O>[Cl:1][C:2]1[C:11]2[C:6](=[CH:7][CH:8]=[CH:9][CH:10]=2)[CH:5]=[C:4]([CH3:12])[C:3]=1[C@H:13]([O:35][C:42]([CH3:43])([CH3:50])[C:41]([O:40][CH2:38][CH3:39])=[O:47])[CH2:14][O:15][C:16]([C:29]1[CH:34]=[CH:33][CH:32]=[CH:31][CH:30]=1)([C:17]1[CH:22]=[CH:21][CH:20]=[CH:19][CH:18]=1)[C:23]1[CH:24]=[CH:25][CH:26]=[CH:27][CH:28]=1 |f:1.2,4.5|. Procedure details: A slurry of (S)-1-(1-chloro-3-methylnaphthalen-2-yl)-2-(trityloxy)ethanol (10.8 grams, 22.5 mmol) and DMF (40 mL) was treated with NaH (60% w/w in mineral oil, 11.3 mmol) at 23° C. After 5 min, ethyl-(2-bromovalerate) (1.65 mL, 11.3 mmol) was added. After 30 min had passed, more NaH (60% w/w in mineral oil, 11.3 mmol) was added. After stirring for 5 min, additional ethyl-(2-bromovalerate) (1.65 mL, 11.3 mmol) was added. Again, after 30 min had passed, more NaH (60% w/w in mineral oil, 11.3 mmol)... The reactants are C(C1=CC=CC=C1)OC1=C(C=C(C=C1)CCl)OC (1-(benzyloxy)-4-(chloromethyl)-2-methoxybenzene), [OH-].[Na+] (sodium hydroxide). Reagents/catalysts: [I-].C(CCC)[N+](CCCC)(CCCC)CCCC (tetrabutylammonium iodide). Run in C1=CC=CC=C1 (benzene), C1=CC=CC=C1 (benzene), O (H2O). Reaction conditions: temperature 70 celsius. Product: C(C1=CC=CC=C1)OC1=C(C=C(C=C1)CC(C=O)(C)C)OC (3-[4-(benzyloxy)-3-methoxyphenyl]-2,2-dimethylpropanal). Reaction SMILES: [OH-:1].[Na+].[CH2:3]([O:10][C:11]1[CH:16]=[CH:15][C:14]([CH2:17]Cl)=[CH:13][C:12]=1[O:19][CH3:20])[C:4]1[CH:9]=[CH:8][CH:7]=[CH:6][CH:5]=1>[I-].C([N+](CCCC)(CCCC)CCCC)CCC.C1C=CC=CC=1.O>[CH2:3]([O:10][C:11]1[CH:16]=[CH:15][C:14]([CH2:17][C:4]([CH3:9])([CH3:5])[CH:3]=[O:1])=[CH:13][C:12]=1[O:19][CH3:20])[C:4]1[CH:9]=[CH:8][CH:7]=[CH:6][CH:5]=1 |f:0.1,3.4|. Procedure details: Under argon, a mixture of sodium hydroxide (1.43 g, 35.85 mmol) and tetrabutylammonium iodide (0.30 g, 0.82 mmol) in 8 ml benzene and 2.8 ml H2O was heated at 70° C. to form a homogeneous mixture. A mixture of the product of Step 1 (8.05 g, 30.64 mmol) and isobutraaldehyde (2.95 g, 40.85 mmol) in 20 ml benzene was added to the above solution dropwise. The resulting reaction mixture was heated at 70-75° C. for 6 h. The product was extracted with ethyl acetate and washed with H2O. The aqueous laye... The reactants are FC=1C(=C2C(=NC1)N(C(=C2)I)S(=O)(=O)C2=CC=C(C)C=C2)C2=CN=C(S2)C2(CCC2)O (1-(5-(5-fluoro-2-iodo-1-tosyl-1H-pyrrolo[2,3-b]pyridin-4-yl)thiazol-2-yl)cyclobutanol), COC=1C=C(C=C(C1OC)OC)B(O)O (3,4,5-trimethoxy phenylboronic acid), C([O-])(O)=O (bicarbonate). Reagents/catalysts: Cl[Pd]([P](C1=CC=CC=C1)(C2=CC=CC=C2)C3=CC=CC=C3)([P](C4=CC=CC=C4)(C5=CC=CC=C5)C6=CC=CC=C6)Cl (bis(triphenylphosphine)palladium dichloride). The solvent is CN(C=O)C (N,N-dimethylformamide). Reaction conditions: temperature 70 celsius. Yields the product FC=1C(=C2C(=NC1)N(C(=C2)C2=CC(=C(C(=C2)OC)OC)OC)S(=O)(=O)C2=CC=C(C)C=C2)C2=CN=C(S2)C2(CCC2)O (1-(5-(5-fluoro-1-tosyl-2-(3,4,5-trimethoxyphenyl)-1H-pyrrolo[2,3-b]pyridin-4-yl)thiazol-2-yl)cyclobutanol). As a reaction SMILES: [F:1][C:2]1[C:3]([C:22]2[S:26][C:25]([C:27]3([OH:31])[CH2:30][CH2:29][CH2:28]3)=[N:24][CH:23]=2)=[C:4]2[CH:10]=[C:9](I)[N:8]([S:12]([C:15]3[CH:21]=[CH:20][C:18]([CH3:19])=[CH:17][CH:16]=3)(=[O:14])=[O:13])[C:5]2=[N:6][CH:7]=1.[CH3:32][O:33][C:34]1[CH:35]=[C:36](B(O)O)[CH:37]=[C:38]([O:42][CH3:43])[C:39]=1[O:40][CH3:41].C(=O)(O)[O-]>CN(C)C=O.Cl[Pd](Cl)([P](C1C=CC=CC=1)(C1C=CC=CC=1)C1C=CC=CC=1)[P](C1C=CC=CC=1)(C1C=CC=CC=1)C1C=CC=CC=1>[F:1][C:2]1[C:3]([C:22]2[S:26][C:25]([C:27]3([OH:31])[CH2:30][CH2:29][CH2:28]3)=[N:24][CH:23]=2)=[C:4]2[CH:10]=[C:9]([C:36]3[CH:37]=[C:38]([O:42][CH3:43])[C:39]([O:40][CH3:41])=[C:34]([O:33][CH3:32])[CH:35]=3)[N:8]([S:12]([C:15]3[CH:21]=[CH:20][C:18]([CH3:19])=[CH:17][CH:16]=3)(=[O:14])=[O:13])[C:5]2=[N:6][CH:7]=1 |^1:58,77|. Procedure: To a stirred ambient solution of 1-(5-(5-fluoro-2-iodo-1-tosyl-1H-pyrrolo[2,3-b]pyridin-4-yl)thiazol-2-yl)cyclobutanol (Example 59A) (200 mg, 0.351 mmol) and 3,4,5-trimethoxy phenylboronic acid (112 mg, 0.527 mmol) in N,N-dimethylformamide (2630 μl) was added saturated aqueous bicarbonate solution (880 μl) followed by bis(triphenylphosphine)palladium dichloride (17.26 mg, 0.025 mmol). The mixture was heated to 70° C. for 4 hours and was quenched by the addition of water and dichloromethane. The ... Reactants: [Al+3], CCOC(=O)c1c(Cl)ccc(OCOC)c1Cl, [H-], [H-], [H-], [H-], [Li+], C1CCOC1, O. Product: COCOc1ccc(Cl)c(CO)c1Cl. As a reaction SMILES: [Al+3:2].[Cl:7][c:8]1[c:9]([C:10](=[O:11])[O:12][CH2:13][CH3:14])[c:15]([Cl:23])[cH:16][cH:17][c:18]1[O:19][CH2:20][O:21][CH3:22].[H-:1].[H-:4].[H-:5].[H-:6].[Li+:3].[O:25]1[CH2:26][CH2:27][CH2:28][CH2:29]1.[OH2:24]>>[Cl:7][c:8]1[c:9]([CH2:10][OH:11])[c:15]([Cl:23])[cH:16][cH:17][c:18]1[O:19][CH2:20][O:21][CH3:22].